Dataset: the Open Reaction Database (ORD), a public repository of structured organic reaction records. Task: describe an organic reaction: reactants, conditions, products, and yield The reactants are BrC=1C=CC(=C(OC2CCN(CC2)C2=NC=C(C=N2)C=2N=NN(N2)CC(=O)OCC)C1)F (ethyl (5-{2-[4-(5-bromo-2-fluorophenoxy)piperidin-1-yl]pyrimidin-5-yl}-2H-tetrazol-2-yl)acetate), [OH-].[Na+] (NaOH). Product: BrC=1C=CC(=C(OC2CCN(CC2)C2=NC=C(C=N2)C=2N=NN(N2)CC(=O)O)C1)F ((5-{2-[4-(5-Bromo-2-fluorophenoxy)piperidin-1-yl]pyrimidin-5-yl}-2H-tetrazol-2-yl)acetic acid). As a reaction SMILES: [Br:1][C:2]1[CH:3]=[CH:4][C:5]([F:32])=[C:6]([CH:31]=1)[O:7][CH:8]1[CH2:13][CH2:12][N:11]([C:14]2[N:19]=[CH:18][C:17]([C:20]3[N:21]=[N:22][N:23]([CH2:25][C:26]([O:28]CC)=[O:27])[N:24]=3)=[CH:16][N:15]=2)[CH2:10][CH2:9]1.[OH-].[Na+]>>[Br:1][C:2]1[CH:3]=[CH:4][C:5]([F:32])=[C:6]([CH:31]=1)[O:7][CH:8]1[CH2:13][CH2:12][N:11]([C:14]2[N:15]=[CH:16][C:17]([C:20]3[N:21]=[N:22][N:23]([CH2:25][C:26]([OH:28])=[O:27])[N:24]=3)=[CH:18][N:19]=2)[CH2:10][CH2:9]1 |f:1.2|. Reported procedure: The title compound was prepared in a similar manner as that described for Example 3 (step 5) from ethyl (5-{2-[4-(5-bromo-2-fluorophenoxy)piperidin-1-yl]pyrimidin-5-yl}-2H-tetrazol-2-yl)acetate and aqueous NaOH. Reactants: O (water), CC1(OB(OC1(C)C)C=1C=C(C=CC1)O)C (3-(4,4,5,5-tetramethyl-1,3,2-dioxaborolan-2-yl)phenol), ClCC(=O)NC (2-chloro-N-methylacetamide), C(=O)([O-])[O-].[K+].[K+] (K2CO3). Solvent: CN(C)C=O (DMF). Reaction conditions: temperature 80 celsius, time 8 hour. Yields the product CNC(COC1=CC(=CC=C1)B1OC(C(O1)(C)C)(C)C)=O (N-methyl-2-(3-(4,4,5,5-tetramethyl-1,3,2-dioxaborolan-2-yl)phenoxy)acetamide). Yield: 72.0%. Reaction SMILES: [CH3:1][C:2]1([CH3:16])[C:6]([CH3:8])([CH3:7])[O:5][B:4]([C:9]2[CH:10]=[C:11]([OH:15])[CH:12]=[CH:13][CH:14]=2)[O:3]1.Cl[CH2:18][C:19]([NH:21][CH3:22])=[O:20].C([O-])([O-])=O.[K+].[K+].O>CN(C=O)C>[CH3:22][NH:21][C:19](=[O:20])[CH2:18][O:15][C:11]1[CH:12]=[CH:13][CH:14]=[C:9]([B:4]2[O:3][C:2]([CH3:16])([CH3:1])[C:6]([CH3:7])([CH3:8])[O:5]2)[CH:10]=1 |f:2.3.4|. Reported procedure: A mixture of 3-(4,4,5,5-tetramethyl-1,3,2-dioxaborolan-2-yl)phenol (220 mg, 1.0 mmol), 2-chloro-N-methylacetamide (129 mg, 1.2 mmol), and K2CO3 (207 mg, 1.5 mmol) in DMF (1.5 mL) was stirred at 80° C. overnight. The mixture was poured into water and extracted with EtOAc. The combined extracts were dried over Na2SO4, filtered, and concentrated. The residue was purified by chromatography to give the title compound in the yield of 72%. MS (m/z): 292 (M+H)+. Reported procedure: Catalytic 5% platinum on carbon (150 mg) was added to a suspension of N-[(5-butylisoxazol-3-yl)methyl]-3-nitroquinolin-4-amine (1.33 g, 4.08 mmol) in acetonitrile (50 mL), and the mixture was placed under hydrogen pressure (40 psi, 2.8×105 Pa) for six hours. The mixture was filtered through a layer of CELITE filter agent, and the filtrate was concentrated under reduced pressure to provide 1.19 g of N4-[(5-butylisoxazol-3-yl)methyl]quinoline-3,4-diamine. Yields the product C(CCC)C1=CC(=NO1)CNC1=C(C=NC2=CC=CC=C12)N (N4-[(5-butylisoxazol-3-yl)methyl]quinoline-3,4-diamine). Reactants: C(CCC)C1=CC(=NO1)CNC1=C(C=NC2=CC=CC=C12)[N+](=O)[O-] (N-[(5-butylisoxazol-3-yl)methyl]-3-nitroquinolin-4-amine). Isolated yield 98.4%. Run in C(C)#N (acetonitrile). RXN SMILES: [CH2:1]([C:5]1[O:9][N:8]=[C:7]([CH2:10][NH:11][C:12]2[C:21]3[C:16](=[CH:17][CH:18]=[CH:19][CH:20]=3)[N:15]=[CH:14][C:13]=2[N+:22]([O-])=O)[CH:6]=1)[CH2:2][CH2:3][CH3:4]>[Pt].C(#N)C>[CH2:1]([C:5]1[O:9][N:8]=[C:7]([CH2:10][NH:11][C:12]2[C:21]3[C:16](=[CH:17][CH:18]=[CH:19][CH:20]=3)[N:15]=[CH:14][C:13]=2[NH2:22])[CH:6]=1)[CH2:2][CH2:3][CH3:4]. The reagents and catalysts are [Pt] (platinum on carbon). Reactants: COc1cc(-c2nn(C)c(C(F)(F)F)c2Br)c(F)cc1[N+](=O)[O-], CC(=O)O, [Fe]. Product: COc1cc(-c2nn(C)c(C(F)(F)F)c2Br)c(F)cc1N. Reaction SMILES: [Br:1][c:2]1[c:3](-[c:12]2[c:13]([F:23])[cH:14][c:15]([N+:20]([O-:21])=[O:22])[c:16]([O:18][CH3:19])[cH:17]2)[n:4][n:5]([CH3:11])[c:6]1[C:7]([F:8])([F:9])[F:10].[CH3:24][C:25](=[O:26])[OH:27].[Fe:28]>>[Br:1][c:2]1[c:3](-[c:12]2[c:13]([F:23])[cH:14][c:15]([NH2:20])[c:16]([O:18][CH3:19])[cH:17]2)[n:4][n:5]([CH3:11])[c:6]1[C:7]([F:8])([F:9])[F:10]. Starting materials: C1(CCCCC1)C1=CC=C(C=C1)C=1N=C(SC1)N=COCC (4-(4-cyclohexylphenyl)-2-ethoxymethyleneaminothiazole), C(NN)(=O)OCC (ethyl carbazate). Solvent: C(C)O (ethanol). Conditions: time 18 hour. Yields the product C1(CCCCC1)C1=CC=C(C=C1)C=1N=C(SC1)N=CNNC(=O)OCC (ethyl 3-[4-(4-cyclohexylphenyl)-2-thiazolyliminomethyl]carbazate). The yield is 87.0%. As a reaction SMILES: [CH:1]1([C:7]2[CH:12]=[CH:11][C:10]([C:13]3[N:14]=[C:15]([N:18]=[CH:19]OCC)[S:16][CH:17]=3)=[CH:9][CH:8]=2)[CH2:6][CH2:5][CH2:4][CH2:3][CH2:2]1.[C:23]([O:27][CH2:28][CH3:29])(=[O:26])[NH:24][NH2:25]>C(O)C>[CH:1]1([C:7]2[CH:8]=[CH:9][C:10]([C:13]3[N:14]=[C:15]([N:18]=[CH:19][NH:25][NH:24][C:23]([O:27][CH2:28][CH3:29])=[O:26])[S:16][CH:17]=3)=[CH:11][CH:12]=2)[CH2:2][CH2:3][CH2:4][CH2:5][CH2:6]1. Procedure: A mixture consisting of 4-(4-cyclohexylphenyl)-2-ethoxymethyleneaminothiazole (500 mg), ethyl carbazate (170 mg) and ethanol (10 ml) was stirred under ice-cooling for 1 hour and then at room temperature (about 15° C.) for 18 hours. The reaction mixture was concentrated under reduced pressure, and the crystals were collected by filtration with hexane to give ethyl 3-[4-(4-cyclohexylphenyl)-2-thiazolyliminomethyl]carbazate (515 mg, yield of 87 %). Recrystallization from dimethylforamide-water prod...